This data is from the Open Reaction Database (ORD), a public repository of structured organic reaction records. The task is: describe an organic reaction: reactants, conditions, products, and yield The reactants are COc1ccccc1N1CCN(CCCc2ccccn2)CC1, [Li]CCCC, Cc1ccccc1, BrC1CCCCC1, Cl. Yields the product COc1ccccc1N1CCN(CCC(c2ccccn2)C2CCCCC2)CC1. As a reaction SMILES: [CH3:1][O:2][c:3]1[c:4]([N:9]2[CH2:10][CH2:11][N:12]([CH2:15][CH2:16][CH2:17][c:18]3[n:19][cH:20][cH:21][cH:22][cH:23]3)[CH2:13][CH2:14]2)[cH:5][cH:6][cH:7][cH:8]1.[CH3:24][CH2:25][CH2:26][CH2:27][Li:28].[CH3:37][c:38]1[cH:39][cH:40][cH:41][cH:42][cH:43]1.[CH:29]1([Br:35])[CH2:30][CH2:31][CH2:32][CH2:33][CH2:34]1.[ClH:36]>>[CH3:1][O:2][c:3]1[c:4]([N:9]2[CH2:10][CH2:11][N:12]([CH2:15][CH2:16][CH:17]([c:18]3[n:19][cH:20][cH:21][cH:22][cH:23]3)[CH:29]3[CH2:30][CH2:31][CH2:32][CH2:33][CH2:34]3)[CH2:13][CH2:14]2)[cH:5][cH:6][cH:7][cH:8]1. The reactants are C(C)(C)(C)OC(=O)NC1=NC=CC=C1C (2-tert-butoxycarbonylamino-3-methylpyridine), C(CCC)[Li] (n-butyllithium), C(C(=O)OCC)(=O)OCC (diethyl oxalate). Solvent: C1CCOC1 (THF), C1CCOC1 (THF). Conditions: time 30 minute. Yields the product OC1(N(C2=NC=CC=C2C1)C(=O)OC(C)(C)C)C(=O)OCC ((RS) Ethyl 2-hydroxy-1-tert-butoxycarbonyl-7-azaindoline-2-carboxylate). Yield: 41.2%. RXN SMILES: [C:1]([O:5][C:6]([NH:8][C:9]1[C:14]([CH3:15])=[CH:13][CH:12]=[CH:11][N:10]=1)=[O:7])([CH3:4])([CH3:3])[CH3:2].C([Li])CCC.[C:21](OCC)(=[O:27])[C:22]([O:24][CH2:25][CH3:26])=[O:23]>C1COCC1>[OH:27][C:21]1([C:22]([O:24][CH2:25][CH3:26])=[O:23])[CH2:15][C:14]2[C:9](=[N:10][CH:11]=[CH:12][CH:13]=2)[N:8]1[C:6]([O:5][C:1]([CH3:4])([CH3:3])[CH3:2])=[O:7]. Procedure details: To a stirred solution of 2-tert-butoxycarbonylamino-3-methylpyridine (1.0 g, 4.8 mmol) in THF (10 mL) at −10° C. under Ar was added dropwise a solution of n-butyllithium (1.6 M, 6.0 mL, 9.6 mmol). The mixture was stirred for 30 min then added dropwise via cannula to a stirred solution of diethyl oxalate (2.1 g, 14.4 mmol) in THF (10 mL) at 0° C. under Ar. The mixture was stirred for 1 h and partitioned between water (50 mL) and ethyl acetate (30 mL). The aqueous layer was extracted with ethyl ac...